From a dataset of the Open Reaction Database (ORD), a public repository of structured organic reaction records. describe an organic reaction: reactants, conditions, products, and yield Starting materials: stainless steel, C1(=CC=CC=C1)P(C1=NC=CC=C1)C1=CC=CC=C1 (bisphenyl(2-pyridyl)phosphine), C1(=CC=C(C=C1)S(=O)(=O)O)C (p-toluenesulfonic acid), C(CC)(=O)O (propionic acid). The reagents and catalysts are C(C)(=O)[O-].[Pd+2].C(C)(=O)[O-] (palladium(II) acetate). Solvent: C(CCC)N (n-butylamine). Reaction conditions: temperature 110 celsius. The product is C(CC)(=O)OC(CC)=O (propionic anhydride). RXN SMILES: C1(P([C:14]2[CH:19]=[CH:18]C=CC=2)C2C=CC=CN=2)C=CC=CC=1.C1(C)C=CC(S(O)(=O)=[O:27])=CC=1.[C:31]([OH:35])(=[O:34])[CH2:32][CH3:33]>C([O-])(=O)C.[Pd+2].C([O-])(=O)C.C(N)CCC>[C:31]([O:35][C:14](=[O:27])[CH2:19][CH3:18])(=[O:34])[CH2:32][CH3:33] |f:3.4.5|. Procedure details: A 250 ml stainless steel, magnetically stirred autoclave was filled with 0.1 mmol palladium(II) acetate, 5 mmol bisphenyl(2-pyridyl)phosphine, 4 mmol p-toluenesulfonic acid, 50 ml propionic acid and 10 ml n-butylamine. Air was then evacuated from the autoclave. The autoclave was then pressurized with 30 bar carbon monoxide and 20 bar ethene, sealed and heated to 110° C. After 11/2 hours reaction time, a sample of the contents of the autoclave was withdrawn and analyzed by gas-liquid chromatograp... Starting materials: BrC1C=CCCC1, COC(=O)c1cc(Cl)ccc1O, [K+], [K+], O=C([O-])[O-], CN(C)C=O. Yields the product COC(=O)c1cc(Cl)ccc1OC1C=CCCC1. Reaction SMILES: [Br:19][CH:20]1[CH:21]=[CH:22][CH2:23][CH2:24][CH2:25]1.[Cl:1][c:2]1[cH:3][cH:4][c:5]([OH:12])[c:6]([C:7](=[O:8])[O:9][CH3:10])[cH:11]1.[K+:13].[K+:14].[O-:15][C:16]([O-:17])=[O:18].[O:26]=[CH:27][N:28]([CH3:29])[CH3:30]>>[Cl:1][c:2]1[cH:3][cH:4][c:5]([O:12][CH:22]2[CH:21]=[CH:20][CH2:25][CH2:24][CH2:23]2)[c:6]([C:7](=[O:8])[O:9][CH3:10])[cH:11]1. The reactants are ( 1 ), ClCCCCI (1-chloro-4-iodobutane), ( 1 ), FC(OC1=CC=C(C=C1)CC(=O)O)F (2-(4-(Difluoromethoxy)phenyl)acetic acid), C[Si](C)(C)[N-][Si](C)(C)C.[Na+] (NaHMDS). Solvent: CCOC(=O)C.CCCCCC (EtOAc hexane). Yields the product ClCCCCC(C(=O)O)C1=CC=C(C=C1)OC(F)F (6-chloro-2-(4-(difluoromethoxy)phenyl)hexanoic acid). Isolated yield 15.6%. RXN SMILES: [F:1][CH:2]([F:14])[O:3][C:4]1[CH:9]=[CH:8][C:7]([CH2:10][C:11]([OH:13])=[O:12])=[CH:6][CH:5]=1.C[Si]([N-][Si](C)(C)C)(C)C.[Na+].[Cl:25][CH2:26][CH2:27][CH2:28][CH2:29]I>CCOC(C)=O.CCCCCC>[Cl:25][CH2:26][CH2:27][CH2:28][CH2:29][CH:10]([C:7]1[CH:6]=[CH:5][C:4]([O:3][CH:2]([F:14])[F:1])=[CH:9][CH:8]=1)[C:11]([OH:13])=[O:12] |f:1.2,4.5|. Procedure details: Step AZ (1): 2-(4-(Difluoromethoxy)phenyl)acetic acid (5.0 g, 24.8 mmol) was deprotonated with NaHMDS (2.0 M in THF, 24.7 mL, 49.5 mmol) and reacted with 1-chloro-4-iodobutane (3.03 g, 24.7 mmol) using a procedure analogous to Step AC (1) to afford after purification by silica gel column chromatography (0-70% EtOAc/hexane), 6-chloro-2-(4-(difluoromethoxy)phenyl)hexanoic acid (1.13 g, 3.86 mmol, 15.61% yield) as a pale-yellow oil. LC-MS (M−H)− 291.1. 1H NMR (500 MHz, CHLOROFORM-d) δ ppm 7.30 (d, ... The reactants are ON1N=CC=C1C(C1=CC=CC=C1)=O (1-hydroxy-5-benzoylpyrazole), CN(C(=O)Cl)C1=CC=CC=C1 (N-methyl-N-phenylcarbamoyl chloride). The product is C(C1=CC=CC=C1)(=O)C1=CC=NN1OC(N(C1=CC=CC=C1)C)=O (Methyl-phenyl-carbamic acid 5-benzoyl-pyrazol-1-yl ester). As a reaction SMILES: [OH:1][N:2]1[C:6]([C:7](=[O:14])[C:8]2[CH:13]=[CH:12][CH:11]=[CH:10][CH:9]=2)=[CH:5][CH:4]=[N:3]1.[CH3:15][N:16]([C:20]1[CH:25]=[CH:24][CH:23]=[CH:22][CH:21]=1)[C:17](Cl)=[O:18]>>[C:7]([C:6]1[N:2]([O:1][C:17](=[O:18])[N:16]([CH3:15])[C:20]2[CH:25]=[CH:24][CH:23]=[CH:22][CH:21]=2)[N:3]=[CH:4][CH:5]=1)(=[O:14])[C:8]1[CH:13]=[CH:12][CH:11]=[CH:10][CH:9]=1. Procedure details: The title compound was prepared from 1-hydroxy-5-benzoylpyrazole and N-methyl-N-phenylcarbamoyl chloride applying the general procedure 8. The crude product was purified by flash chromatography (Quad flash 12, EtOAc-heptane) (30%, crystals). The reactants are C(C1=CC=CC=C1)(=O)C1=CC=C(OCCN)C=C1 (2-(p-benzoylphenoxy)ethylamine), C(C)OC(=O)Cl (chloroformic acid ethyl ester), C([O-])([O-])=O.[K+].[K+] (potassium carbonate). The solvent is CC(=O)C (acetone). Reaction conditions: time 30 hour. Product: C(C)OC(NCCOC1=CC=C(C=C1)C(C1=CC=CC=C1)=O)=O (2-(p-benzoylphenoxy)ethylcarbamic acid ethyl ester). The yield is 53.2%. As a reaction SMILES: [C:1]([C:9]1[CH:18]=[CH:17][C:12]([O:13][CH2:14][CH2:15][NH2:16])=[CH:11][CH:10]=1)(=[O:8])[C:2]1[CH:7]=[CH:6][CH:5]=[CH:4][CH:3]=1.[CH2:19]([O:21][C:22](Cl)=[O:23])[CH3:20].C(=O)([O-])[O-].[K+].[K+]>CC(C)=O>[CH2:19]([O:21][C:22](=[O:23])[NH:16][CH2:15][CH2:14][O:13][C:12]1[CH:11]=[CH:10][C:9]([C:1](=[O:8])[C:2]2[CH:3]=[CH:4][CH:5]=[CH:6][CH:7]=2)=[CH:18][CH:17]=1)[CH3:20] |f:2.3.4|. Procedure: 5.5 g of 2-(p-benzoylphenoxy)ethylamine and 13 g of chloroformic acid ethyl ester are dissolved in 200 ml of acetone. 19.3 g of potassium carbonate are added to the solution and the mixture is heated under reflux with stirring for 30 hours. The mixture is then filtered and the crystals are washed with acetone. The filtrate is evaporated in vacuo. The residue is dissolved in ethyl acetate. The organic phase is washed with water, dried over sodium sulfate and evaporated in vacuo. The residue is di... As a reaction SMILES: [CH3:1][O:2][CH:3]([C:6]1[C:14]2[C:9](=[CH:10][C:11](I)=[CH:12][CH:13]=2)[N:8]([CH2:16][O:17][CH2:18][CH2:19][Si:20]([CH3:23])([CH3:22])[CH3:21])[N:7]=1)[O:4][CH3:5].[CH3:24][O:25][C:26]1[CH:31]=[C:30]([O:32][CH:33]([Si](C)(C)C)[O:34][CH2:35][CH3:36])[CH:29]=[CH:28][C:27]=1B(O)O.C(=O)([O-])[O-].[Na+].[Na+].CO>C1C=CC=CC=1.CCOCC.C1C=CC([P]([Pd]([P](C2C=CC=CC=2)(C2C=CC=CC=2)C2C=CC=CC=2)([P](C2C=CC=CC=2)(C2C=CC=CC=2)C2C=CC=CC=2)[P](C2C=CC=CC=2)(C2C=CC=CC=2)C2C=CC=CC=2)(C2C=CC=CC=2)C2C=CC=CC=2)=CC=1.O>[CH3:1][O:2][CH:3]([C:6]1[C:14]2[C:9](=[CH:10][C:11]([C:27]3[CH:28]=[CH:29][C:30]([O:32][CH2:33][O:34][CH2:35][CH2:36][Si:20]([CH3:22])([CH3:21])[CH3:19])=[CH:31][C:26]=3[O:25][CH3:24])=[CH:12][CH:13]=2)[N:8]([CH2:16][O:17][CH2:18][CH2:19][Si:20]([CH3:23])([CH3:22])[CH3:21])[N:7]=1)[O:4][CH3:5] |f:2.3.4,^1:66,68,87,106|. The reactants are COC(OC)C1=NN(C2=CC(=CC=C12)I)COCC[Si](C)(C)C (3-(1,1-Dimethoxy-methyl)-6-iodo-1-(2-trimethylsilanyl-ethoxymethyl)-1H-indazole), COC1=C(C=CC(=C1)OC(OCC)[Si](C)(C)C)B(O)O (2-methoxy-4-(trimethylsilanyl-ethoxymethoxy)-phenylboronic acid), C([O-])([O-])=O.[Na+].[Na+] (sodium carbonate), CO (MeOH). Yield: 164.4%. Reagents/catalysts: C=1C=CC(=CC1)[P](C=2C=CC=CC2)(C=3C=CC=CC3)[Pd]([P](C=4C=CC=CC4)(C=5C=CC=CC5)C=6C=CC=CC6)([P](C=7C=CC=CC7)(C=8C=CC=CC8)C=9C=CC=CC9)[P](C=1C=CC=CC1)(C=1C=CC=CC1)C=1C=CC=CC1 (Tetrakis(triphenylphosphine)palladium(0)). Solvent: C1=CC=CC=C1 (benzene), O (water), CCOCC (ether). Procedure: 3-(1,1-Dimethoxy-methyl)-6-iodo-1-(2-trimethylsilanyl-ethoxymethyl)-1H-indazole (1.06 g, 2.37 mmol), 2-methoxy-4-(trimethylsilanyl-ethoxymethoxy)-phenylboronic acid (0.99 g, 3.32 mmol), and sodium carbonate (352 mg, 1.4 mmol) were stirred in a mixture of benzene (15 mL), MeOH (3 mL), and water (1 mL) in a flask purged with argon. Tetrakis(triphenylphosphine)palladium(0) (220 mg, 0.19 mmol) was added, and the reaction stirred at reflux for 16 h. The reaction was allowed to cool and was diluted wi... Product: COC(OC)C1=NN(C2=CC(=CC=C12)C1=C(C=C(C=C1)OCOCC[Si](C)(C)C)OC)COCC[Si](C)(C)C (3-(1,1-dimethoxy-methyl)-6-[2-methoxy-4-(2-trimethylsilanyl-ethoxymethoxy)-phenyl]-1-(2-trimethylsilanyl-ethoxymethyl)-1H-indazole). The reactants are C(C)(C)[Mg]Cl (Isopropylmagnesium chloride), COC1=C(C=CC=C1OC)C=1OCC(N1)(C)C (2-(2,3-dimethoxyphenyl)-4,4-dimethyl-4,5-dihydrooxazole). Conditions: time 8 hour. The yield is 95.4%. Reaction SMILES: [CH:1]([Mg]Cl)([CH3:3])[CH3:2].CO[C:8]1[C:13]([O:14][CH3:15])=[CH:12][CH:11]=[CH:10][C:9]=1[C:16]1[O:17][CH2:18][C:19]([CH3:22])([CH3:21])[N:20]=1>O1CCCC1>[CH:1]([C:8]1[C:13]([O:14][CH3:15])=[CH:12][CH:11]=[CH:10][C:9]=1[C:16]1[O:17][CH2:18][C:19]([CH3:21])([CH3:22])[N:20]=1)([CH3:3])[CH3:2]. Product: C(C)(C)C1=C(C=CC=C1OC)C=1OCC(N1)(C)C (2-(2-isopropyl-3-methoxyphenyl)-4,4-dimethyl-4,5-dihydrooxazole). Procedure details: Isopropylmagnesium chloride (2.0M in diethyl ether) (18.75 ml, 37.5 mmol) was added dropwise to a solution of 2-(2,3-dimethoxyphenyl)-4,4-dimethyl-4,5-dihydrooxazole (7.06 g, 30.0 mmol) in freshly distilled tetrahydrofuran at room temperature. The mixture was stirred overnight, quenched with water, and diluted with diethyl ether. The layers were separated, and the aqueous layer was washed twice with diethyl ether. The combined organic extracts were dried over anhydrous sodium sulfate, and concen... Solvent: O1CCCC1 (tetrahydrofuran). Reactants: FC1=CC=C(C=C1)C(N1CCNCC1)C1=CC=C(C=C1)F (1-[bis(4-fluorophenyl)methyl]piperazine), CCN=C=NCCCN(C)C (EDCI), OC1=CC=CC=2NN=NC21 (HOBt), OC1=CC2=C(OC(=CO2)C(=O)O)C=C1 (6-hydroxy-1,4-benzodioxin -2-carboxylic acid). Run in CN(C=O)C (N,N-dimethylformamide). Reaction conditions: temperature 0 celsius, time 2 hour. Yields the product OC1=CC2=C(OC(=CO2)C(=O)N2CCN(CC2)C(C2=CC=C(C=C2)F)C2=CC=C(C=C2)F)C=C1 (6-Hydroxy-2-{4-[bis-(4-fluorophenyl)methyl]piperazin-1-ylcarbonyl}-1,4-benzodioxin). The yield is 85.0%. RXN SMILES: [F:1][C:2]1[CH:7]=[CH:6][C:5]([CH:8]([C:15]2[CH:20]=[CH:19][C:18]([F:21])=[CH:17][CH:16]=2)[N:9]2[CH2:14][CH2:13][NH:12][CH2:11][CH2:10]2)=[CH:4][CH:3]=1.CCN=C=NCCCN(C)C.OC1C2N=NNC=2C=CC=1.[OH:43][C:44]1[CH:56]=[CH:55][C:47]2[O:48][C:49]([C:52](O)=[O:53])=[CH:50][O:51][C:46]=2[CH:45]=1>CN(C)C=O>[OH:43][C:44]1[CH:56]=[CH:55][C:47]2[O:48][C:49]([C:52]([N:12]3[CH2:11][CH2:10][N:9]([CH:8]([C:5]4[CH:4]=[CH:3][C:2]([F:1])=[CH:7][CH:6]=4)[C:15]4[CH:20]=[CH:19][C:18]([F:21])=[CH:17][CH:16]=4)[CH2:14][CH2:13]3)=[O:53])=[CH:50][O:51][C:46]=2[CH:45]=1. Procedure details: Under a nitrogen atmosphere, add 5.5 mmol of 1-[bis(4-fluorophenyl)methyl]piperazine, 5.5 mmol of EDCI (1-(3-dimethylaminopropyl)-3-ethylcarbodiimide) and 5.5 mmol of HOBt (hydroxybenzotriazole) in succession to a solution at 0° C. of 5 nmml of 6-hydroxy-1,4-benzodioxin -2-carboxylic acid in 25 cm3 of N,N-dimethylformamide. Stir for 2 hours at 0° C. and then for 12 hours at room temperature, and concentrate the reaction mixture under reduced pressure. Extract the resulting amide with diethyl eth...